From a dataset of the Open Reaction Database (ORD), a public repository of structured organic reaction records. describe an organic reaction: reactants, conditions, products, and yield Reactants: CCc1cc(OCc2ccc3oc(-c4ccccc4-c4nnn(C(c5ccccc5)(c5ccccc5)c5ccccc5)n4)c(Br)c3c2)c2c(n1)CCCC2, CO, CCO, Cl. Product: CCc1cc(OCc2ccc3oc(-c4ccccc4-c4nnn[nH]4)c(Br)c3c2)c2c(n1)CCCC2, Cl. Reaction SMILES: [Br:2][c:3]1[c:4](-[c:26]2[c:27](-[c:32]3[n:33][n:34][n:35]([C:37]([c:38]4[cH:39][cH:40][cH:41][cH:42][cH:43]4)([c:44]4[cH:45][cH:46][cH:47][cH:48][cH:49]4)[c:50]4[cH:51][cH:52][cH:53][cH:54][cH:55]4)[n:36]3)[cH:28][cH:29][cH:30][cH:31]2)[o:5][c:6]2[c:7]1[cH:8][c:9]([CH2:12][O:13][c:14]1[cH:15][c:16]([CH2:24][CH3:25])[n:17][c:18]3[c:23]1[CH2:22][CH2:21][CH2:20][CH2:19]3)[cH:10][cH:11]2.[CH3:56][OH:57].[CH3:58][CH2:59][OH:60].[ClH:1]>>[Br:2][c:3]1[c:4](-[c:26]2[c:27](-[c:32]3[n:33][n:34][n:35][nH:36]3)[cH:28][cH:29][cH:30][cH:31]2)[o:5][c:6]2[c:7]1[cH:8][c:9]([CH2:12][O:13][c:14]1[cH:15][c:16]([CH2:24][CH3:25])[n:17][c:18]3[c:23]1[CH2:22][CH2:21][CH2:20][CH2:19]3)[cH:10][cH:11]2.[ClH:1]. Reactants: CN(C)C=O, CC(=O)O, COc1ccc(Nc2ccccc2C(=O)O)c(C)c1, [H-], [Na+], O, CCOS(=O)(=O)OCC. Product: CCOC(=O)c1ccccc1Nc1ccc(OC)cc1C. Reaction SMILES: [CH3:1][N:2]([CH3:3])[CH:4]=[O:5].[CH3:37][C:38](=[O:39])[OH:40].[CH3:8][O:9][c:10]1[cH:11][c:12]([CH3:26])[c:13]([NH:16][c:17]2[c:18]([C:19](=[O:20])[OH:21])[cH:22][cH:23][cH:24][cH:25]2)[cH:14][cH:15]1.[H-:6].[Na+:7].[OH2:36].[S:27]([O:28][CH2:29][CH3:30])([O:33][CH2:31][CH3:32])(=[O:34])=[O:35]>>[CH3:8][O:9][c:10]1[cH:11][c:12]([CH3:26])[c:13]([NH:16][c:17]2[c:18]([C:19](=[O:20])[O:21][CH2:31][CH3:32])[cH:22][cH:23][cH:24][cH:25]2)[cH:14][cH:15]1. The reactants are C1(CCCCC1)CBr (cyclohexylmethylbromide), OC1=C(C=C(C(=O)OCC)C=C1)[N+](=O)[O-] (ethyl 4-hydroxy-3-nitrobenzoate), C([O-])([O-])=O.[Cs+].[Cs+] (cesium carbonate), [I-].[Na+] (sodium iodide). The solvent is CN(C)C=O (DMF). Reaction conditions: temperature 60 celsius, time 48 hour. Yields the product C1(CCCCC1)COC1=C(C=C(C(=O)OCC)C=C1)[N+](=O)[O-] (Ethyl 4-(cyclohexylmethyloxy)-3-nitrobenzoate). RXN SMILES: [OH:1][C:2]1[CH:12]=[CH:11][C:5]([C:6]([O:8][CH2:9][CH3:10])=[O:7])=[CH:4][C:3]=1[N+:13]([O-:15])=[O:14].C(=O)([O-])[O-].[Cs+].[Cs+].[I-].[Na+].[CH:24]1([CH2:30]Br)[CH2:29][CH2:28][CH2:27][CH2:26][CH2:25]1>CN(C=O)C>[CH:24]1([CH2:30][O:1][C:2]2[CH:12]=[CH:11][C:5]([C:6]([O:8][CH2:9][CH3:10])=[O:7])=[CH:4][C:3]=2[N+:13]([O-:15])=[O:14])[CH2:29][CH2:28][CH2:27][CH2:26][CH2:25]1 |f:1.2.3,4.5|. Procedure: To a mixture of ethyl 4-hydroxy-3-nitrobenzoate (2-1) (2.11g, 10.0 mmol), cesium carbonate (6.52 g, 20.0 mmol), and sodium iodide (0.15g, 1.0 mmol) in DMF (20 ml) under nitrogen was added cyclohexylmethylbromide (1.67 ml, 12.0 mmol). The mixture was stirred 48 h at 60° C. The resulting mixture was evaporated under reduced pressure. To the residue was added water (100 ml), and the aqueous mixture was extracted with methylene chloride (2×200 ml). The organic fraction was washed with saturated sodi... Reactants: CC(C)(C)OC(=O)N1CCNCC1, CCOC(C)=O, CCN(C(C)C)C(C)C, Clc1cnncn1, C1COCCO1. Yields the product CC(C)(C)OC(=O)N1CCN(c2cnncn2)CC1. Reaction SMILES: [C:8](=[O:9])([O:10][C:11]([CH3:12])([CH3:13])[CH3:14])[N:15]1[CH2:16][CH2:17][NH:18][CH2:19][CH2:20]1.[CH3:30][CH2:31][O:32][C:33](=[O:34])[CH3:35].[CH:21]([N:22]([CH:23]([CH3:24])[CH3:25])[CH2:26][CH3:27])([CH3:28])[CH3:29].[Cl:1][c:2]1[n:3][cH:4][n:5][n:6][cH:7]1.[O:36]1[CH2:37][CH2:38][O:39][CH2:40][CH2:41]1>>[c:2]1([N:18]2[CH2:17][CH2:16][N:15]([C:8](=[O:9])[O:10][C:11]([CH3:12])([CH3:13])[CH3:14])[CH2:20][CH2:19]2)[n:3][cH:4][n:5][n:6][cH:7]1.